Dataset: the Open Reaction Database (ORD), a public repository of structured organic reaction records. Task: describe an organic reaction: reactants, conditions, products, and yield Run at time 16 hour. Reactants: C(C1=CC=CC=C1)[C@H]1N(C(OC1)=O)C([C@@H](CC=O)CC1=C(C=C(C=C1Cl)C1=CC=C(C=C1)F)Cl)=O ((R)-4-((R)-4-Benzyl-2-oxo-oxazolidin-3-yl)-3-(3,5-dichloro-4′-fluoro-biphenyl-4-ylmethyl)-4-oxo-butyraldehyde), N1N=CC=2C[C@H](CCC12)N ((S)-(4,5,6,7-tetrahydro-1H-indazol-5-yl)amine), C(C)(=O)O[BH-](OC(C)=O)OC(C)=O.[Na+] (sodium triacetoxyborohydride). The solvent is C(C)#N (Acetonitrile). Isolated yield 54.8%. Procedure: Add (R)-4-((R)-4-Benzyl-2-oxo-oxazolidin-3-yl)-3-(3,5-dichloro-4′-fluoro-biphenyl-4-ylmethyl)-4-oxo-butyraldehyde (Preparation 94) (1.13 mmoles; 580.00 mg) (dissolved in 5 ml dichloromethane) to (S)-(4,5,6,7-tetrahydro-1H-indazol-5-yl)amine 1.13 mmoles; 154.69 mg) dissolved in 5 ml Acetonitrile (5 mL). Cool the mixture in an ice water bath and add sodium triacetoxyborohydride (3.38 mmoles; 716.94 mg) portion wise. Remove the cooling bath and warm the mixture to ambient. Cool the mixture in an ic... The product is ClC=1C=C(C=C(C1C[C@H]1C(N(CC1)[C@@H]1CC2=CNN=C2CC1)=O)Cl)C1=CC=C(C=C1)F ((3R-5S)-(−)-3-(3,5-Dichloro-4′-fluoro-biphenyl-4-ylmethyl)-1-(4,5,6,7-tetrahydro-2H-indazol-5-yl)-pyrrolidin-2-one). As a reaction SMILES: C([C@@H:8]1[CH2:12]OC(=O)[N:9]1[C:14](=[O:35])[C@H:15]([CH2:19][C:20]1[C:25]([Cl:26])=[CH:24][C:23]([C:27]2[CH:32]=[CH:31][C:30]([F:33])=[CH:29][CH:28]=2)=[CH:22][C:21]=1[Cl:34])CC=O)C1C=CC=CC=1.[NH:36]1[C:44]2[CH2:43][CH2:42][C@H:41](N)[CH2:40][C:39]=2[CH:38]=[N:37]1.C(O[BH-](OC(=O)C)OC(=O)C)(=O)C.[Na+]>C(#N)C>[Cl:34][C:21]1[CH:22]=[C:23]([C:27]2[CH:32]=[CH:31][C:30]([F:33])=[CH:29][CH:28]=2)[CH:24]=[C:25]([Cl:26])[C:20]=1[CH2:19][C@@H:15]1[CH2:12][CH2:8][N:9]([C@H:41]2[CH2:42][CH2:43][C:44]3[C:39](=[CH:38][NH:37][N:36]=3)[CH2:40]2)[C:14]1=[O:35] |f:2.3|. Reactants: O1CC(C=C1)C=1C(=NC=CC1)F (3-(2,3-dihydrofuran-3-yl)-2-fluoropyridine). Reagents/catalysts: [OH-].[Pd+2].[OH-] (palladium hydroxide). The solvent is C1CCOC1 (THF). Reaction conditions: time 8 hour. Product: FC1=NC=CC=C1C1COCC1 (2-fluoro-3-(tetrahydrofuran-3-yl)pyridine). Reaction SMILES: [O:1]1[CH:5]=[CH:4][CH:3]([C:6]2[C:7]([F:12])=[N:8][CH:9]=[CH:10][CH:11]=2)[CH2:2]1>C1COCC1.[OH-].[Pd+2].[OH-]>[F:12][C:7]1[C:6]([CH:3]2[CH2:4][CH2:5][O:1][CH2:2]2)=[CH:11][CH:10]=[CH:9][N:8]=1 |f:2.3.4|. Reported procedure: A mixture of 3-(2,3-dihydrofuran-3-yl)-2-fluoropyridine (5.26 g, 31.8 mmol) and palladium hydroxide, 20 wt % pd (dry basis) on carbon, wet (2.500 g, 3.56 mmol) in THF (50 mL) was evacuated/purged with hydrogen (3×). The mixture was stirred vigorously under hydrogen (1 atm) at rt overnight. The mixture was filtered through a pad of Celite and the filtrate was concentrated to dryness to give a clear colorless oil. MS (ESI, pos. ion) m/z: 168.1 (M+1). The reactants are CCCc1c(Cc2ccc(-c3ccccc3C#N)nc2)c(=O)n(C2CCC(O[Si](C)(C)C(C)(C)C)CC2)c2ncnn12, CCCC[N+](CCCC)(CCCC)CCCC, CCOC(C)=O, [F-], C1CCOC1, O. Product: CCCc1c(Cc2ccc(-c3ccccc3C#N)nc2)c(=O)n(C2CCC(OCC(=O)OCC)CC2)c2ncnn12. As a reaction SMILES: [C:1]([Si:2]([CH3:3])([CH3:4])[O:6][CH:7]1[CH2:8][CH2:9][CH:10]([n:13]2[c:14]3[n:15]([c:16]([CH2:35][CH2:36][CH3:37])[c:17]([CH2:20][c:21]4[cH:22][cH:23][c:24](-[c:27]5[c:28]([C:29]#[N:30])[cH:31][cH:32][cH:33][cH:34]5)[n:25][cH:26]4)[c:18]2=[O:19])[n:38][cH:39][n:40]3)[CH2:11][CH2:12]1)([CH3:5])([CH3:41])[CH3:42].[CH3:44][CH2:45][CH2:46][CH2:47][N+:48]([CH2:49][CH2:50][CH2:51][CH3:52])([CH2:53][CH2:54][CH2:55][CH3:56])[CH2:57][CH2:58][CH2:59][CH3:60].[CH3:66][CH2:67][O:68][C:69]([CH3:70])=[O:71].[F-:43].[O:61]1[CH2:62][CH2:63][CH2:64][CH2:65]1.[OH2:72]>>[O:6]([CH:7]1[CH2:8][CH2:9][CH:10]([n:13]2[c:14]3[n:15]([c:16]([CH2:35][CH2:36][CH3:37])[c:17]([CH2:20][c:21]4[cH:22][cH:23][c:24](-[c:27]5[c:28]([C:29]#[N:30])[cH:31][cH:32][cH:33][cH:34]5)[n:25][cH:26]4)[c:18]2=[O:19])[n:38][cH:39][n:40]3)[CH2:11][CH2:12]1)[CH2:70][C:69]([O:68][CH2:67][CH3:66])=[O:71].